describe an organic reaction: reactants, conditions, products, and yield From a dataset of the Open Reaction Database (ORD), a public repository of structured organic reaction records. Starting materials: ClC1=C(C=C2C(C(=CN(C2=C1C#N)C1CC1)C(=O)O)=O)F (7-chloro-8-cyano-1-cyclopropyl-6-fluoro-1,4-dihydro-4-oxo-3-quinolinecarboxylic acid), [C@@H]12NCCC[C@H]2CNC1 ((1S,6S)-2,8-diazabicyclo[4.3.0]nonane), N12CCN(CC1)CC2 (1,4-diazabicyclo[2.2.2]octane). The solvent is CN(C=O)C (dimethylformamide), C(C)#N (acetonitrile). Yields the product C(#N)C=1C(=C(C=C2C(C(=CN(C12)C1CC1)C(=O)O)=O)F)N1C[C@@H]2CCCN[C@@H]2C1 (8-Cyano-1-cyclopropyl-7-((1S,6S)-2,8-diazabicyclo[4.3.0]nonan-8-yl)-6-fluoro-1,4-dihydro-4-oxo-3quinolinecarboxylic acid). RXN SMILES: Cl[C:2]1[C:11]([C:12]#[N:13])=[C:10]2[C:5]([C:6](=[O:20])[C:7]([C:17]([OH:19])=[O:18])=[CH:8][N:9]2[CH:14]2[CH2:16][CH2:15]2)=[CH:4][C:3]=1[F:21].[C@@H:22]12[CH2:30][NH:29][CH2:28][C@@H:27]1[CH2:26][CH2:25][CH2:24][NH:23]2.N12CCN(CC1)CC2>CN(C)C=O.C(#N)C>[C:12]([C:11]1[C:2]([N:29]2[CH2:30][C@@H:22]3[C@@H:27]([CH2:26][CH2:25][CH2:24][NH:23]3)[CH2:28]2)=[C:3]([F:21])[CH:4]=[C:5]2[C:10]=1[N:9]([CH:14]1[CH2:16][CH2:15]1)[CH:8]=[C:7]([C:17]([OH:19])=[O:18])[C:6]2=[O:20])#[N:13]. Procedure: 690 mg (2.25 mmol) of 7-chloro-8-cyano-1-cyclopropyl-6-fluoro-1,4-dihydro-4-oxo-3-quinolinecarboxylic acid are stirred with 312 mg (2.47 mmol) of (1S,6S)-2,8-diazabicyclo[4.3.0]nonane and 504 mg (4.50 mmol) of 1,4-diazabicyclo[2.2.2]octane (DABCO) in a mixture of 6.6 ml of dimethylformamide and 6.6 ml of acetonitrile at room temperature overnight. All the volatile components are removed in vacuo, the residue is taken up in water and the resulting solution is brought to pH 7 with dilute hydrochlo... Starting materials: ClCCl, O=C(O)CCc1cnoc1-c1cccc(Cl)c1, OC1CCNCC1. Yields the product O=C(CCc1cnoc1-c1cccc(Cl)c1)N1CCC(O)CC1. RXN SMILES: [Cl:25][CH2:26][Cl:27].[Cl:8][c:9]1[cH:10][c:11](-[c:15]2[c:16]([CH2:20][CH2:21][C:22](=[O:23])[OH:24])[cH:17][n:18][o:19]2)[cH:12][cH:13][cH:14]1.[OH:1][CH:2]1[CH2:3][CH2:4][NH:5][CH2:6][CH2:7]1>>[OH:1][CH:2]1[CH2:3][CH2:4][N:5]([C:22]([CH2:21][CH2:20][c:16]2[c:15](-[c:11]3[cH:10][c:9]([Cl:8])[cH:14][cH:13][cH:12]3)[o:19][n:18][cH:17]2)=[O:23])[CH2:6][CH2:7]1. Reactants: FC1=C(CN2C(C=CC3=C2N=C(N=C3)NC3=CC=C(C=C3)N3CCN(CC3)C)=O)C(=CC=C1)F (8-(2,6-difluorobenzyl)-2-(4-(4-methylpiperazin-1-yl)phenylamino)pyrido[2,3-d]pyrimidin-7(8H)-one), CS(=O)C (DMSO). Solvent: O (water). Yields the product FC1=C(CN2C(C=CC3=C2N=C(N=C3)NC3=CC=C(C=C3)N3CCN(CC3)C)=O)C(=CC=C1)SC (8-(2-fluoro-6-(methylthio)benzyl)-2-(4-(4-methylpiperazin-1-yl)phenylamino)pyrido[2,3-d]pyrimidin-7(8H)-one). Isolated yield 90.0%. Reaction SMILES: [F:1][C:2]1[CH:33]=[CH:32][CH:31]=[C:30](F)[C:3]=1[CH2:4][N:5]1[C:10]2[N:11]=[C:12]([NH:15][C:16]3[CH:21]=[CH:20][C:19]([N:22]4[CH2:27][CH2:26][N:25]([CH3:28])[CH2:24][CH2:23]4)=[CH:18][CH:17]=3)[N:13]=[CH:14][C:9]=2[CH:8]=[CH:7][C:6]1=[O:29].[CH3:35][S:36](C)=O>O>[F:1][C:2]1[CH:33]=[CH:32][CH:31]=[C:30]([S:36][CH3:35])[C:3]=1[CH2:4][N:5]1[C:10]2[N:11]=[C:12]([NH:15][C:16]3[CH:21]=[CH:20][C:19]([N:22]4[CH2:27][CH2:26][N:25]([CH3:28])[CH2:24][CH2:23]4)=[CH:18][CH:17]=3)[N:13]=[CH:14][C:9]=2[CH:8]=[CH:7][C:6]1=[O:29]. Procedure: 8-(2,6-difluorobenzyl)-2-(4-(4-methylpiperazin-1-yl)phenylamino)pyrido[2,3-d]pyrimidin-7(8H)-one (23 mg, 0.05 mmol, Example 61) was treated with NaSMe (5 mg, 0.06 mmol) in DMSO (0.2 mL) at 100° C. for 2 h. The reaction mixture was diluted with water, the precipitated product was filtered off, then purified by silica gel column chromatography using dichloromethane:methanol (95:5) to give 8-(2-fluoro-6-(methylthio)benzyl)-2-(4-(4-methylpiperazin-1-yl)phenylamino)pyrido[2,3-d]pyrimidin-7(8H)-one (2... The reactants are C(C1=CC=CC=C1)N1C(=C(C=2C1=C(N=NC2)OCC2=CC=C(C=C2)F)CO)C (1-benzyl-7-(4-fluorobenzyloxy)-3-hydroxymethyl-2-methylpyrrolo [2,3-d]pyridazine), C1(CCCCC1)N=C=NC1CCCCC1 (dicyclohexylcarbodiimide), COCC(=O)O (methoxyacetic acid). The solvent is O1CCCC1 (tetrahydrofuran). The product is C(C1=CC=CC=C1)N1C(=C(C=2C1=C(N=NC2)OCC2=CC=C(C=C2)F)COC(COC)=O)C (1-Benzyl-7-(4-fluorobenzyloxy)-3-methoxyacetoxymethyl-2-methylpyrrolo [2,3-d]pyridazine). The yield is 60.0%. Reaction SMILES: [CH2:1]([N:8]1[C:12]2=[C:13]([O:17][CH2:18][C:19]3[CH:24]=[CH:23][C:22]([F:25])=[CH:21][CH:20]=3)[N:14]=[N:15][CH:16]=[C:11]2[C:10]([CH2:26][OH:27])=[C:9]1[CH3:28])[C:2]1[CH:7]=[CH:6][CH:5]=[CH:4][CH:3]=1.C1(N=C=NC2CCCCC2)CCCCC1.[CH3:44][O:45][CH2:46][C:47](O)=[O:48]>O1CCCC1>[CH2:1]([N:8]1[C:12]2=[C:13]([O:17][CH2:18][C:19]3[CH:20]=[CH:21][C:22]([F:25])=[CH:23][CH:24]=3)[N:14]=[N:15][CH:16]=[C:11]2[C:10]([CH2:26][O:27][C:47](=[O:48])[CH2:46][O:45][CH3:44])=[C:9]1[CH3:28])[C:2]1[CH:7]=[CH:6][CH:5]=[CH:4][CH:3]=1. Reported procedure: 0.1 g (0.25 mmol) of 1-benzyl-7-(4-fluorobenzyloxy)-3-hydroxymethyl-2-methylpyrrolo [2,3-d]pyridazine, 0.164 g (0.8 mmol) of dicyclohexylcarbodiimide and 0.061 ml (0.8 mmol) of methoxyacetic acid are reacted in 5 ml of anhydrous tetrahydrofuran as described for Example 7a. Yield: 60%, m.p.: 119°-121° C.